From a dataset of the Open Reaction Database (ORD), a public repository of structured organic reaction records. describe an organic reaction: reactants, conditions, products, and yield The reactants are C(C)(C)(C)[SiH2]OC(C=1OC=C(C(C1)=O)O)(C)C (2-(tert-Butyl-dimethyl-silanyloxymethyl)-5-hydroxy-4H-pyran-4-one), C(=O)([O-])[O-].[Cs+].[Cs+] (Cs2CO3), BrCCCCCBr (1,5-dibromopentane). Solvent: CN(C)C=O (DMF). Run at temperature 50 celsius, time 5 minute. Product: BrCCCCCOC=1C(C=C(OC1)C(O[SiH2]C(C)(C)C)(C)C)=O (5-(5-Bromo-pentyloxy)-2-(tert-butyl-dimethyl-silanyloxymethyl)-4H-pyran-4-one). The yield is 53.0%. Reaction SMILES: [C:1]([SiH2:5][O:6][C:7]([CH3:17])([CH3:16])[C:8]1[O:9][CH:10]=[C:11]([OH:15])[C:12](=[O:14])[CH:13]=1)([CH3:4])([CH3:3])[CH3:2].C([O-])([O-])=O.[Cs+].[Cs+].[Br:24][CH2:25][CH2:26][CH2:27][CH2:28][CH2:29]Br>CN(C=O)C>[Br:24][CH2:25][CH2:26][CH2:27][CH2:28][CH2:29][O:15][C:11]1[C:12](=[O:14])[CH:13]=[C:8]([C:7]([CH3:17])([CH3:16])[O:6][SiH2:5][C:1]([CH3:4])([CH3:2])[CH3:3])[O:9][CH:10]=1 |f:1.2.3|. Procedure details: 2-(tert-Butyl-dimethyl-silanyloxymethyl)-5-hydroxy-4H-pyran-4-one 6 (1.50 g, 5.85 mmol) was charged in a 100 mL round-bottomed flask equipped with a magnetic stirrer and under inert atmosphere. Anhydrous DMF (25 mL) and Cs2CO3 (2.10 g, 6.44 mmol) were successively added. After 5 min, 1,5-dibromopentane (2.39 mL, 17.55 mmol) was added via syringe at room temperature. The reaction mixture Novas heated at 50° C. for 3 h. After cooling and filtration DMF was removed in vacuo. The crude oil was purif... Reactants: CO, COC(=O)c1cc(Cl)cc(C(=O)OC)c1, [Na+], [OH-]. The product is COC(=O)c1cc(Cl)cc(C(=O)O)c1. RXN SMILES: [CH3:18][OH:19].[CH3:1][O:2][C:3]([c:4]1[cH:5][c:6]([C:7](=[O:8])[O:9][CH3:10])[cH:11][c:12]([Cl:14])[cH:13]1)=[O:15].[Na+:17].[OH-:16]>>[CH3:1][O:2][C:3]([c:4]1[cH:5][c:6]([C:7](=[O:8])[OH:9])[cH:11][c:12]([Cl:14])[cH:13]1)=[O:15]. The reactants are CCOC(=O)CC#N, CCOC(C)=O, CC=CC=O, CCOC(=O)C(Cl)(C#N)CCC=O, CCOC(=O)C(Cl)(Cl)C#N, [K+], [K+], O=C([O-])[O-]. Product: CCOC(=O)C(Cl)(C#N)C(C)CC=O. As a reaction SMILES: [C:14]([CH2:15][C:16]([O:17][CH2:18][CH3:19])=[O:20])#[N:21].[CH3:43][CH2:44][O:45][C:46]([CH3:47])=[O:48].[CH:38](=[O:39])[CH:40]=[CH:41][CH3:42].[Cl:1][C:2]([C:3](=[O:4])[O:5][CH2:6][CH3:7])([CH2:8][CH2:9][CH:10]=[O:11])[C:12]#[N:13].[Cl:22][C:23]([Cl:24])([C:25]#[N:26])[C:27]([O:28][CH2:29][CH3:30])=[O:31].[K+:32].[K+:33].[O-:34][C:35]([O-:36])=[O:37]>>[Cl:1][C:2]([C:3](=[O:4])[O:5][CH2:6][CH3:7])([CH:8]([CH2:9][CH:10]=[O:11])[CH3:14])[C:12]#[N:13]. Starting materials: C(C)(C)(C)OC(=O)N1C(C(N(C(C1)C1=CC(=CC(=C1)F)F)CC(=O)O)=O)C1CCOCC1 (2-(4-(tert-butoxycarbonyl)-6-(3,5-difluorophenyl)-2-oxo-3-(tetrahydro-2H-pyran-4-yl)piperazin-1-yl)ethanoic acid), C(C)(C)(C)OC(=O)N1C(C(N(C(C1)C1=CC(=CC(=C1)F)F)CC(=O)O)=O)C1CCOCC1 (2-(4-(tert-butoxycarbonyl)-6-(3,5-difluorophenyl)-2-oxo-3-(tetrahydro-2H-pyran-4-yl)piperazin-1-yl)ethanoic acid), NC=1C=C2C[C@]3(C(NC4=NC=CC=C43)=O)CC2=CC1 ((R)-5-amino-1,3-dihydrospiro[indene-2,3′-pyrrolo[2,3-b]pyridin]-2′(1′H)-one), Cl.C(C)N=C=NCCCN(C)C (1-ethyl-3-(3-dimethylaminopropyl)carbodiimide-hydrochloride), C=1C=CC2=C(C1)N=NN2O (HOBT), TEA. Solvent: CN(C)C=O (DMF). Conditions: temperature 50 celsius, time 1 hour. The product is FC=1C=C(C=C(C1)F)C1CNC(C(N1CC(=O)NC=1C=C2C[C@]3(C(NC4=NC=CC=C43)=O)CC2=CC1)=O)C1CCOCC1 (2-(6-(3,5-difluorophenyl)-2-oxo-3-(tetrahydro-2H-pyran-4-yl)piperazin-1-yl)-N-((R)-2′-oxo-1,1′,2′,3-tetrahydrospiro[inden-2,3′-pyrrolo[2,3-b]pyridin]-5-yl)acetamide). RXN SMILES: C(OC([N:8]1[CH2:13][CH:12]([C:14]2[CH:19]=[C:18]([F:20])[CH:17]=[C:16]([F:21])[CH:15]=2)[N:11]([CH2:22][C:23](O)=[O:24])[C:10](=[O:26])[CH:9]1[CH:27]1[CH2:32][CH2:31][O:30][CH2:29][CH2:28]1)=O)(C)(C)C.[NH2:33][C:34]1[CH:35]=[C:36]2[C:49](=[CH:50][CH:51]=1)[CH2:48][C@:38]1([C:46]3[C:41](=[N:42][CH:43]=[CH:44][CH:45]=3)[NH:40][C:39]1=[O:47])[CH2:37]2.Cl.C(N=C=NCCCN(C)C)C.C1C=CC2N(O)N=NC=2C=1>CN(C=O)C>[F:20][C:18]1[CH:19]=[C:14]([CH:12]2[N:11]([CH2:22][C:23]([NH:33][C:34]3[CH:35]=[C:36]4[C:49](=[CH:50][CH:51]=3)[CH2:48][C@:38]3([C:46]5[C:41](=[N:42][CH:43]=[CH:44][CH:45]=5)[NH:40][C:39]3=[O:47])[CH2:37]4)=[O:24])[C:10](=[O:26])[CH:9]([CH:27]3[CH2:28][CH2:29][O:30][CH2:31][CH2:32]3)[NH:8][CH2:13]2)[CH:15]=[C:16]([F:21])[CH:17]=1 |f:2.3|. Procedure details: 0.10 g (0.22 mmol) 2-(4-(tert-butoxycarbonyl)-6-(3,5-difluorophenyl)-2-oxo-3-(tetrahydro-2H-pyran-4-yl)piperazin-1-yl)ethanoic acid (isomer mixture 1.1.1), 60 mg (0.24 mmol) (R)-5-amino-1,3-dihydrospiro[indene-2,3′-pyrrolo[2,3-b]pyridin]-2′(1′H)-one, 58 mg (0.30 mmol) 1-ethyl-3-(3-dimethylaminopropyl)carbodiimide-hydrochloride, 41 mg (0.30 mmol) HOBT, 0.03 ml (0.24 mmol) TEA and 1.5 ml DMF were stirred overnight at RT. The reaction mixture was concentrated by rotary evaporation. The residue was ... Reactants: CCCCO, [Na+], [OH-], COC(=O)c1cc(-c2cnc3c(-c4ccccc4)cnn3c2)cs1. Yields the product O=C(O)c1cc(-c2cnc3c(-c4ccccc4)cnn3c2)cs1. RXN SMILES: [CH2:27]([OH:28])[CH2:29][CH2:30][CH3:31].[Na+:26].[OH-:25].[c:1]1(-[c:7]2[cH:8][n:9][n:10]3[c:11]2[n:12][cH:13][c:14](-[c:16]2[cH:17][c:18]([C:21](=[O:22])[O:23][CH3:24])[s:19][cH:20]2)[cH:15]3)[cH:2][cH:3][cH:4][cH:5][cH:6]1>>[c:1]1(-[c:7]2[cH:8][n:9][n:10]3[c:11]2[n:12][cH:13][c:14](-[c:16]2[cH:17][c:18]([C:21](=[O:22])[OH:23])[s:19][cH:20]2)[cH:15]3)[cH:2][cH:3][cH:4][cH:5][cH:6]1. The reactants are CCNC(=O)NOCC(=O)O, CCOC(OCC)C(C)N(Cc1cccc2ccccc12)C(=O)C(C)N. Yields the product CCNC(=O)NOCC(=O)NC(C)C(=O)N(Cc1cccc2ccccc12)C(C)C(OCC)OCC. As a reaction SMILES: [CH2:1]([CH3:2])[NH:3][C:4]([NH:5][O:6][CH2:7][C:8](=[O:9])[OH:10])=[O:11].[NH2:12][CH:13]([C:14](=[O:15])[N:16]([CH2:17][c:18]1[cH:19][cH:20][cH:21][c:22]2[cH:23][cH:24][cH:25][cH:26][c:27]12)[CH:28]([CH:29]([O:30][CH2:31][CH3:32])[O:33][CH2:34][CH3:35])[CH3:36])[CH3:37]>>[CH2:1]([CH3:2])[NH:3][C:4]([NH:5][O:6][CH2:7][C:8](=[O:10])[NH:12][CH:13]([C:14](=[O:15])[N:16]([CH2:17][c:18]1[cH:19][cH:20][cH:21][c:22]2[cH:23][cH:24][cH:25][cH:26][c:27]12)[CH:28]([CH:29]([O:30][CH2:31][CH3:32])[O:33][CH2:34][CH3:35])[CH3:36])[CH3:37])=[O:11].